Dataset: the Open Reaction Database (ORD), a public repository of structured organic reaction records. Task: describe an organic reaction: reactants, conditions, products, and yield The reactants are C1(=CC=CC=C1)NC1=NC(=NC(=N1)N)C1=NOC(=N1)C=1C=NC(=CC1)OCC(F)(F)F (2-N-Phenyl-6-{5-[6-(2,2,2-trifluoroethoxy)pyridin-3-yl]-1,2,4-oxadiazol-3-yl}-1,3,5-triazine-2,4-diamine), C([O-])([O-])=O.[Cs+].[Cs+] (cesium carbonate), BrCCOC (1-bromo-2-methoxyethane). Run in CN(C)C=O (DMF). Run at time 1 hour. The product is COCCN(C1=NC(=NC(=N1)N)C1=NOC(=N1)C=1C=NC(=CC1)OCC(F)(F)F)C1=CC=CC=C1 (2-N-(2-Methoxyethyl)-2-N-phenyl-6-{5-[6-(2,2,2-trifluoroethoxy)pyridin-3-yl]-1,2,4-oxadiazol-3-yl}-1,3,5-triazine-2,4-diamine). Isolated yield 2.5%. Reaction SMILES: [C:1]1([NH:7][C:8]2[N:13]=[C:12]([NH2:14])[N:11]=[C:10]([C:15]3[N:19]=[C:18]([C:20]4[CH:21]=[N:22][C:23]([O:26][CH2:27][C:28]([F:31])([F:30])[F:29])=[CH:24][CH:25]=4)[O:17][N:16]=3)[N:9]=2)[CH:6]=[CH:5][CH:4]=[CH:3][CH:2]=1.C(=O)([O-])[O-].[Cs+].[Cs+].Br[CH2:39][CH2:40][O:41][CH3:42]>CN(C=O)C>[CH3:42][O:41][CH2:40][CH2:39][N:7]([C:1]1[CH:2]=[CH:3][CH:4]=[CH:5][CH:6]=1)[C:8]1[N:13]=[C:12]([NH2:14])[N:11]=[C:10]([C:15]2[N:19]=[C:18]([C:20]3[CH:21]=[N:22][C:23]([O:26][CH2:27][C:28]([F:30])([F:29])[F:31])=[CH:24][CH:25]=3)[O:17][N:16]=2)[N:9]=1 |f:1.2.3|. Reported procedure: 2-N-Phenyl-6-{5-[6-(2,2,2-trifluoroethoxy)pyridin-3-yl]-1,2,4-oxadiazol-3-yl}-1,3,5-triazine-2,4-diamine (prepared in an analogous manner to Example 41, 0.100 g, 0.232 mmol) was added to cesium carbonate (0.151 g, 0.465 mmol) in DMF (3 mL) at room temperature followed by the addition of 1-bromo-2-methoxyethane (22 μL, 0.232 mmol). The reaction mixture was stirred at room temperature for 1 h and then heated to 50 C for 18 h. The reaction mixture was cooled to room temperature and concentrated und... Starting materials: COC(=O)CC(=O)CBr, CCCCOC(C)=O, [Na+], [Na+], O=P([O-])([O-])[O-], O=C([O-])[O-], O=CC(O)C(O)C(O)C(O)CO. Product: COC(=O)CC(O)CBr. RXN SMILES: [Br:1][CH2:2][C:3]([CH2:4][C:5](=[O:6])[O:7][CH3:8])=[O:9].[CH3:33][CH2:34][CH2:35][CH2:36][O:37][C:38](=[O:39])[CH3:40].[Na+:27].[Na+:28].[O-:22][P:23](=[O:24])([O-:25])[O-:26].[O-:29][C:30](=[O:31])[O-:32].[O:10]=[CH:11][CH:12]([CH:13]([CH:14]([CH:15]([CH2:16][OH:17])[OH:18])[OH:19])[OH:20])[OH:21]>>[Br:1][CH2:2][CH:3]([CH2:4][C:5](=[O:6])[O:7][CH3:8])[OH:9]. Reactants: COCCOCOc1ccc(-c2ccc(C(=O)OC)cc2)cc1, CO, Cl, [Na+], [OH-], O. Yields the product COCCOCOc1ccc(-c2ccc(C(=O)O)cc2)cc1. RXN SMILES: [CH3:1][O:2][C:3](=[O:4])[c:5]1[cH:6][cH:7][c:8](-[c:11]2[cH:12][cH:13][c:14]([O:17][CH2:18][O:19][CH2:20][CH2:21][O:22][CH3:23])[cH:15][cH:16]2)[cH:9][cH:10]1.[CH3:24][OH:25].[ClH:28].[Na+:27].[OH-:26].[OH2:29]>>[O:2]=[C:3]([OH:4])[c:5]1[cH:6][cH:7][c:8](-[c:11]2[cH:12][cH:13][c:14]([O:17][CH2:18][O:19][CH2:20][CH2:21][O:22][CH3:23])[cH:15][cH:16]2)[cH:9][cH:10]1. Reactants: ClC1=NC(=NC=C1)NC=1C=NN(C1)C (4-chloro-N-(1-methyl-1H-pyrazol-4-yl)pyrimidin-2-amine), C(C)C1(C(NCC1)=O)C#N (3-ethyl-2-oxopyrrolidine-3-carbonitrile), C([O-])([O-])=O.[Cs+].[Cs+] (cesium carbonate), C1(=CC=CC=C1)P(C1=CC=CC=2C(C3=CC=CC(=C3OC12)P(C1=CC=CC=C1)C1=CC=CC=C1)(C)C)C1=CC=CC=C1 (4,5-bis(diphenylphosphino)-9,9-dimethylxanthene). Reagents/catalysts: C=1C=CC(=CC1)/C=C/C(=O)/C=C/C2=CC=CC=C2.C=1C=CC(=CC1)/C=C/C(=O)/C=C/C2=CC=CC=C2.C=1C=CC(=CC1)/C=C/C(=O)/C=C/C2=CC=CC=C2.[Pd].[Pd] (tris(dibenzylideneacetone)dipalladium(0)). The solvent is O1CCCC1 (tetrahydrofuran). Reaction conditions: temperature 90 celsius, time 8 hour. Product: C(C)C1(C(N(CC1)C1=NC(=NC=C1)NC=1C=NN(C1)C)=O)C#N (3-ethyl-1-(2-((1-methyl-1H-pyrazol-4-yl)amino)pyrimidin-4-yl)-2-oxopyrrolidine-3-carbonitrile). Yield: 53.3%. RXN SMILES: Cl[C:2]1[CH:7]=[CH:6][N:5]=[C:4]([NH:8][C:9]2[CH:10]=[N:11][N:12]([CH3:14])[CH:13]=2)[N:3]=1.[CH2:15]([C:17]1([C:23]#[N:24])[CH2:21][CH2:20][NH:19][C:18]1=[O:22])[CH3:16].C(=O)([O-])[O-].[Cs+].[Cs+].C1(P(C2C=CC=CC=2)C2C3OC4C(=CC=CC=4P(C4C=CC=CC=4)C4C=CC=CC=4)C(C)(C)C=3C=CC=2)C=CC=CC=1>O1CCCC1.C1C=CC(/C=C/C(/C=C/C2C=CC=CC=2)=O)=CC=1.C1C=CC(/C=C/C(/C=C/C2C=CC=CC=2)=O)=CC=1.C1C=CC(/C=C/C(/C=C/C2C=CC=CC=2)=O)=CC=1.[Pd].[Pd]>[CH2:15]([C:17]1([C:23]#[N:24])[CH2:21][CH2:20][N:19]([C:2]2[CH:7]=[CH:6][N:5]=[C:4]([NH:8][C:9]3[CH:10]=[N:11][N:12]([CH3:14])[CH:13]=3)[N:3]=2)[C:18]1=[O:22])[CH3:16] |f:2.3.4,7.8.9.10.11|. Procedure details: To a mixture of 4-chloro-N-(1-methyl-1H-pyrazol-4-yl)pyrimidin-2-amine (110 mg) obtained in Step C, 3-ethyl-2-oxopyrrolidine-3-carbonitrile (82 mg) obtained in Step H, cesium carbonate (350 mg) and 4,5-bis(diphenylphosphino)-9,9-dimethylxanthene (19 mg) in tetrahydrofuran (3 mL) was added tris(dibenzylideneacetone)dipalladium(0) (10 mg), and the mixture was stirred overnight at 90° C. The insoluble substance was removed by filtration through Celite, and the solvent was evaporated under reduced p... Reactants: CCO, ClCC1CO1, [K+], [OH-], O, CC(C)C1C(=O)Nc2ccc(O)cc21. Yields the product CC(C)C1C(=O)Nc2ccc(OCC3CO3)cc21. As a reaction SMILES: [CH3:15][CH2:16][OH:17].[Cl:18][CH2:19][CH:20]1[CH2:21][O:22]1.[K+:24].[OH-:23].[OH2:25].[OH:1][c:2]1[cH:3][c:4]2[c:8]([cH:9][cH:10]1)[NH:7][C:6](=[O:11])[CH:5]2[CH:12]([CH3:13])[CH3:14]>>[O:1]([c:2]1[cH:3][c:4]2[c:8]([cH:9][cH:10]1)[NH:7][C:6](=[O:11])[CH:5]2[CH:12]([CH3:13])[CH3:14])[CH2:19][CH:20]1[CH2:21][O:22]1. Reactants: COc1ccc(CC#N)cc1OC, CCO, O=Cc1cccc(Cl)c1, [Na+], [OH-]. The product is COc1ccc(C(C#N)=Cc2cccc(Cl)c2)cc1OC. Reaction SMILES: [CH3:1][O:2][c:3]1[cH:4][c:5]([CH2:11][C:12]#[N:13])[cH:6][cH:7][c:8]1[O:9][CH3:10].[CH3:25][CH2:26][OH:27].[Cl:14][c:15]1[cH:16][c:17]([CH:18]=[O:19])[cH:20][cH:21][cH:22]1.[Na+:24].[OH-:23]>>[CH3:1][O:2][c:3]1[cH:4][c:5]([C:11]([C:12]#[N:13])=[CH:18][c:17]2[cH:16][c:15]([Cl:14])[cH:22][cH:21][cH:20]2)[cH:6][cH:7][c:8]1[O:9][CH3:10]. Reactants: C(CCCCCCC)OCC12C=CC(CC1)C2 (4-n-octyloxymethyl-bicyclo[2.2.1]hept-2-ene), C(C)(=O)OO (Peracetic acid), O (water). Solvent: C(Cl)Cl (methylene choride), C(Cl)Cl (methylene chloride). Yields the product C(CCCCCCC)OCC12C3OC3C(CC1)C2 (5-n-octyloxymethyl-3-oxatricyclo[3.2.1.02,4]octane). As a reaction SMILES: [CH2:1]([O:9][CH2:10][C:11]12[CH2:17][CH:14]([CH2:15][CH2:16]1)[CH:13]=[CH:12]2)[CH2:2][CH2:3][CH2:4][CH2:5][CH2:6][CH2:7][CH3:8].C(OO)(=[O:20])C.O>C(Cl)Cl>[CH2:1]([O:9][CH2:10][C:11]12[CH2:17][CH:14]([CH2:15][CH2:16]1)[CH:13]1[CH:12]2[O:20]1)[CH2:2][CH2:3][CH2:4][CH2:5][CH2:6][CH2:7][CH3:8]. Reported procedure: A 500 mL round bottom flask equipped with a stirrer bar was charged with 14.3 g (0.056 mol) of 4-n-octyloxymethyl-bicyclo[2.2.1]hept-2-ene, and 80 mL of methylene choride. Peracetic acid (15.6 g, 35 wt. % in acetic acid; 0.072 mol) in methylene chloride (70 mL) was added dropwise to the above mixture over 20 min. in an ice bath. After the above mixture was reacted at room termperature for 3 hrs., 100 mL of water was added to the above reaction mixture, the organic layer was washed with saturated... Starting materials: COC=1C=C(C=C(C1)OC)NC=1C(=NC2=CC=CC=C2N1)NS(=O)(=O)C=1C=NC=CC1 (N-(3-(3,5-dimethoxyphenylamino)quinoxalin-2-yl)pyridine-3-sulfonamide), Cl (HCl), CS(=O)C (DMSO), [OH-].[Na+] (NaOH). Solvent: O (H2O). Run at time 8 hour. Yields the product COC=1C=C(C=C(C1)OC)NC=1C(=NC2=CC=CC=C2N1)NS(=O)(=O)C1=CNC(C=C1)=O (N-(3-(3,5-dimethoxyphenylamino)quinoxalin-2-yl)-6-oxo-1,6-dihydropyridine-3-sulfonamide). Isolated yield 90.0%. RXN SMILES: [CH3:1][O:2][C:3]1[CH:4]=[C:5]([NH:11][C:12]2[C:13]([NH:22][S:23]([C:26]3[CH:27]=[N:28][CH:29]=[CH:30][CH:31]=3)(=[O:25])=[O:24])=[N:14][C:15]3[C:20]([N:21]=2)=[CH:19][CH:18]=[CH:17][CH:16]=3)[CH:6]=[C:7]([O:9][CH3:10])[CH:8]=1.CS(C)=[O:34].[OH-].[Na+].Cl>O>[CH3:10][O:9][C:7]1[CH:6]=[C:5]([NH:11][C:12]2[C:13]([NH:22][S:23]([C:26]3[CH:31]=[CH:30][C:29](=[O:34])[NH:28][CH:27]=3)(=[O:24])=[O:25])=[N:14][C:15]3[C:20]([N:21]=2)=[CH:19][CH:18]=[CH:17][CH:16]=3)[CH:4]=[C:3]([O:2][CH3:1])[CH:8]=1 |f:2.3|. Procedure details: N-(3-(3,5-dimethoxyphenylamino)quinoxalin-2-yl)pyridine-3-sulfonamide (220 mg, 0.47 mmol), DMSO (5 mL), and 3N NaOH (5 mL) are combined and heated to 100 C. overnight with stirring. Upon cooling to room temperature, the reaction mixture was diluted with H2O and the pH was adjusted to 7.0 with 1N HCl. The resulting solid was filtered, washed with H2O, and air-dried. The solid was then sonicated in EtOAc, filtered, washed with EtOAc, and dried under high vacuum to give N-(3-(3,5-dimethoxyphenylami... Run in C(C)(=O)OCC (ethyl acetate), O (water), O1CCOCC1 (1,4-dioxane), CO (MeOH). As a reaction SMILES: [CH2:1]([O:3][C:4](=[O:27])/[CH:5]=[CH:6]/[C:7]1[N:8]=[CH:9][C:10]([NH:13][C@@H:14]2[CH2:19][CH2:18][CH2:17][N:16]([C:20](OC(C)(C)C)=O)[CH2:15]2)=[N:11][CH:12]=1)[CH3:2].Cl>O1CCOCC1.CO.C(OCC)(=O)C.O>[CH:18]1([CH2:17][N:16]2[CH2:20][CH2:19][C@@H:14]([NH:13][C:10]3[N:11]=[CH:12][C:7](/[CH:6]=[CH:5]/[C:4]([O:3][CH2:1][CH3:2])=[O:27])=[N:8][CH:9]=3)[CH2:15]2)[CH2:12][CH2:7][CH2:6][CH2:5][CH2:4]1. The product is C1(CCCCC1)CN1C[C@@H](CC1)NC=1N=CC(=NC1)/C=C/C(=O)OCC (Ethyl (2E)-3-(5-{[(3R)-1-(cyclohexylmethyl)-3-pyrrolidinyl]amino}-2-pyrazinyl)acrylate). The reactants are Cl (hydrogen chloride), C(C)OC(/C=C/C=1N=CC(=NC1)N[C@H]1CN(CCC1)C(=O)OC(C)(C)C)=O (tert-butyl (3R)-3-({5-[(1E)-3-ethoxy-3-oxo-1-propen-1-yl]-2-pyrazinyl}amino)-1-piperidinecarboxylate). Procedure details: To a solution of tert-butyl (3R)-3-({5-[(1E)-3-ethoxy-3-oxo-1-propen-1-yl]-2-pyrazinyl}amino)-1-piperidinecarboxylate (6.26 g) in a mixture of 1,4-dioxane (25 mL) and MeOH (5 mL) was added 4N hydrogen chloride solution in ethyl acetate (30 mL) in water bath.